Dataset: the Open Reaction Database (ORD), a public repository of structured organic reaction records. Task: describe an organic reaction: reactants, conditions, products, and yield The reactants are [NH4+].[OH-] (NH4OH), NC1=C(C(=O)O)C=CC=C1Cl (2-amino-3-chloro-benzoic acid), CCN=C=NCCCN(C)C.Cl (EDCl), C=1C=CC2=C(C1)N=NN2O (HOBt), CN1CCOCC1 (N-methylmorpholine). Run in C1CCOC1 (THF). Reaction conditions: time 20 minute. Product: NC1=C(C(=O)N)C=CC=C1Cl (2-amino-3-chloro-benzamide). As a reaction SMILES: [NH2:1][C:2]1[C:10]([Cl:11])=[CH:9][CH:8]=[CH:7][C:3]=1[C:4](O)=[O:5].CC[N:14]=C=NCCCN(C)C.Cl.C1C=CC2N(O)N=NC=2C=1.CN1CCOCC1.[NH4+].[OH-]>C1COCC1>[NH2:1][C:2]1[C:10]([Cl:11])=[CH:9][CH:8]=[CH:7][C:3]=1[C:4]([NH2:14])=[O:5] |f:1.2,5.6|. Reported procedure: To a solution of 2-amino-3-chloro-benzoic acid (2.57 g, 15.0 mmol) in THF (100 mL) were added EDCl (3.16 g, 16.5 mmol), HOBt (2.23 g, 16.5 mmol) and N-methylmorpholine (1.67 g, 16.5 mmol). The reaction mixture was stirred at room temperature for 20 minutes then 50% (v/v) aq. NH4OH solution (4.2 mL, 60.0 mmol) was added. The mixture was stirred for 20 hours at room temperature. Solvent was evaporated and the residue was taken in ethyl acetate (200 mL). Water (100 mL) was added. The organic phase ... Run in CO (methanol), ClCCl (dichloromethane). Procedure details: To a solution of N-[4-(5,6,7,8-tetrahydropyrazolo[3,4-d]azepin-2(4H)-yl)phenyl]methanesulfonamide (may be prepared as described in Description 40) (12 mg, 0.04 mmol) in dichloromethane (2 ml) was added cyclobutanone (14 mg, 0.20 mmol) and acetic acid (1 drop). The resulting mixture was stirred at room temperature, under argon, for 30 minutes. Sodium triacetoxyborohydride (42 mg, 0.20 mmol) was added and stirring continued for 1 hour. The resulting reaction mixture was diluted with methanol and p... Run at time 30 minute. Yields the product C1(CCC1)N1CCC=2C(CC1)=CN(N2)C2=CC=C(C=C2)NS(=O)(=O)C (N-[4-(6-Cyclobutyl-5,6,7,8-tetrahydropyrazolo[3,4-d]azepin-2(4H)-yl)phenyl]methanesulfonamide). As a reaction SMILES: [N:1]1[N:2]([C:11]2[CH:16]=[CH:15][C:14]([NH:17][S:18]([CH3:21])(=[O:20])=[O:19])=[CH:13][CH:12]=2)[CH:3]=[C:4]2[CH2:10][CH2:9][NH:8][CH2:7][CH2:6][C:5]=12.[C:22]1(=O)[CH2:25][CH2:24][CH2:23]1.C(O[BH-](OC(=O)C)OC(=O)C)(=O)C.[Na+]>ClCCl.C(O)(=O)C.CO>[CH:22]1([N:8]2[CH2:9][CH2:10][C:4]3=[CH:3][N:2]([C:11]4[CH:12]=[CH:13][C:14]([NH:17][S:18]([CH3:21])(=[O:20])=[O:19])=[CH:15][CH:16]=4)[N:1]=[C:5]3[CH2:6][CH2:7]2)[CH2:25][CH2:24][CH2:23]1 |f:2.3|. The reagents and catalysts are C(C)(=O)O (acetic acid). Reactants: C(C)(=O)O[BH-](OC(C)=O)OC(C)=O.[Na+] (Sodium triacetoxyborohydride), N=1N(C=C2C1CCNCC2)C2=CC=C(C=C2)NS(=O)(=O)C (N-[4-(5,6,7,8-tetrahydropyrazolo[3,4-d]azepin-2(4H)-yl)phenyl]methanesulfonamide), C1(CCC1)=O (cyclobutanone). The reactants are C(=O)C1=C(C=CC(=C1)C(F)(F)F)C1=CC(=CC=C1OC)CC#N ((2′-formyl-6-methoxy-4′-trifluoromethyl-biphenyl-3-yl)-acetonitrile), C(C)N (ethylamine). Product: C(C)NCC1=C(C=CC(=C1)C(F)(F)F)C1=CC(=CC=C1OC)CC#N ((2′-Ethylaminomethyl-6-methoxy-4′-trifluoromethyl-biphenyl-3-yl)-acetonitrile). RXN SMILES: [CH:1]([C:3]1[CH:8]=[C:7]([C:9]([F:12])([F:11])[F:10])[CH:6]=[CH:5][C:4]=1[C:13]1[C:18]([O:19][CH3:20])=[CH:17][CH:16]=[C:15]([CH2:21][C:22]#[N:23])[CH:14]=1)=O.[CH2:24]([NH2:26])[CH3:25]>>[CH2:24]([NH:26][CH2:1][C:3]1[CH:8]=[C:7]([C:9]([F:11])([F:12])[F:10])[CH:6]=[CH:5][C:4]=1[C:13]1[C:18]([O:19][CH3:20])=[CH:17][CH:16]=[C:15]([CH2:21][C:22]#[N:23])[CH:14]=1)[CH3:25]. Procedure details: Prepared according to the procedure described in Example 1, Step 5, using the following starting materials: (2′-formyl-6-methoxy-4′-trifluoromethyl-biphenyl-3-yl)-acetonitrile and ethylamine (2M in MeOH).